This data is from the Open Reaction Database (ORD), a public repository of structured organic reaction records. The task is: describe an organic reaction: reactants, conditions, products, and yield Reactants: FC(C=1C=C(C(=O)C2=CC(=CC=C2)C(F)(F)F)C=CC1)(F)F (3,3'-bis(trifluoromethyl)benzophenone), O1CCCC1 (tetrahydrofurane), C(C)(C)NC(C)C (diisopropylamine), C(CCC)[Li] (n-butyl lithium). Run in CCCCCC (hexane), C(C)(C)(C)N=CC (acetaldehyde N-tert-butylimine). Product: FC(C=1C=C(C=CC1)C(=CC=O)C1=CC(=CC=C1)C(F)(F)F)(F)F (3,3-bis[3-(trifluoromethyl)phenyl]-2-propenal). As a reaction SMILES: [F:1][C:2]([F:22])([F:21])[C:3]1[CH:4]=[C:5]([CH:18]=[CH:19][CH:20]=1)[C:6]([C:8]1[CH:13]=[CH:12][CH:11]=[C:10]([C:14]([F:17])([F:16])[F:15])[CH:9]=1)=O.C(NC(C)C)(C)C.C([Li])CCC.[O:35]1CC[CH2:37][CH2:36]1>CCCCCC.C(N=CC)(C)(C)C>[F:1][C:2]([F:22])([F:21])[C:3]1[CH:4]=[C:5]([C:6]([C:8]2[CH:13]=[CH:12][CH:11]=[C:10]([C:14]([F:17])([F:16])[F:15])[CH:9]=2)=[CH:37][CH:36]=[O:35])[CH:18]=[CH:19][CH:20]=1. Procedure details: The compound was prepared according to the procedure described in Example 84. The following reagents were used: 3,3'-bis(trifluoromethyl)benzophenone (31.8 g), diisopropylamine (32.2 mL), 1.6M n-butyl lithium in hexane (144 mL), acetaldehyde N-tert-butylimine (14.75 mL) diethyl chlorophosphonate (16.6 mL) and tetrahydrofurane (200 mL). After the usual work up, the product was purified by HPLC to give 30,8 g of 3,3-bis[3-(trifluoromethyl)phenyl]-2-propenal as an oil. Reactants: COc1nccc2c1cc(C)n2Cc1ccccc1, C1CCOC1, CC(C)(C)[O-], [K+]. Yields the product COc1nccc2[nH]c(C)cc12. Reaction SMILES: [CH2:1]([c:2]1[cH:3][cH:4][cH:5][cH:6][cH:7]1)[n:8]1[c:9]([CH3:19])[cH:10][c:11]2[c:12]([O:17][CH3:18])[n:13][cH:14][cH:15][c:16]12.[CH2:26]1[O:27][CH2:28][CH2:29][CH2:30]1.[CH3:20][C:21]([CH3:22])([O-:23])[CH3:24].[K+:25]>>[nH:8]1[c:9]([CH3:19])[cH:10][c:11]2[c:12]([O:17][CH3:18])[n:13][cH:14][cH:15][c:16]12. Reactants: C([O-])([O-])=O.[K+].[K+] (potassium carbonate), CO (methanol), BrC(C(OC)(OC)C=1C=CC(=C(C1)CC(=O)OC)SC1=CC=CC=C1)C (methyl 5-(2-bromo-1,1-dimethoxypropyl)-2-phenylthiophenylacetate). Run in O (water). Conditions: time 2 hour. The product is C(=O)(O)C(C)C=1C=CC(=C(C1)CC(=O)O)SC1=CC=CC=C1 (5-(1-carboxyethyl)-2-phenylthiophenylacetic acid). Isolated yield 77.8%. RXN SMILES: Br[CH:2](C)[C:3]([C:8]1[CH:9]=[CH:10][C:11]([S:19][C:20]2[CH:25]=[CH:24][CH:23]=[CH:22][CH:21]=2)=[C:12]([CH2:14][C:15]([O:17]C)=[O:16])[CH:13]=1)(OC)OC.[C:27](=O)([O-:29])[O-:28].[K+].[K+].CO>O>[C:27]([CH:3]([C:8]1[CH:9]=[CH:10][C:11]([S:19][C:20]2[CH:21]=[CH:22][CH:23]=[CH:24][CH:25]=2)=[C:12]([CH2:14][C:15]([OH:17])=[O:16])[CH:13]=1)[CH3:2])([OH:29])=[O:28] |f:1.2.3|. Procedure details: A mixture of 4.39 g (10 mmol.) of methyl 5-(2-bromo-1,1-dimethoxypropyl)-2-phenylthiophenylacetate obtained in Example 1-(2), 3.45 g (10 mmol.) of anhydrous potassium carbonate, 26 ml of methanol and 13 ml of water was heated under reflux and stirring for 2 hours. The reaction mixture was distilled to remove distillates having boiling points of below 100° C. To the residue was added 10 ml of water, and the mixture was heated under reflux and stirring for 12 hrs. The reaction mixture was treated ...